From a dataset of the Open Reaction Database (ORD), a public repository of structured organic reaction records. describe an organic reaction: reactants, conditions, products, and yield The reactants are Cc1ccncc1C(O)c1cc(C)c(C)o1, ClC(Cl)Cl. The product is Cc1ccncc1C(=O)c1cc(C)c(C)o1. As a reaction SMILES: [CH3:1][c:2]1[cH:3][c:4]([CH:8]([OH:9])[c:10]2[cH:11][n:12][cH:13][cH:14][c:15]2[CH3:16])[o:5][c:6]1[CH3:7].[CH:17]([Cl:18])([Cl:19])[Cl:20]>>[CH3:1][c:2]1[cH:3][c:4]([C:8](=[O:9])[c:10]2[cH:11][n:12][cH:13][cH:14][c:15]2[CH3:16])[o:5][c:6]1[CH3:7]. Yields the product OCN1C(N(C(C2=CC=CC=C12)=O)CCC(N(S(=O)(=O)C1=CC=C(C=C1)OC1=CC=CC=C1)C)C(=O)O)=O ((±)-2-[2-(1-hydroxymethylquinazolin-2,4-dione-3-yl)ethyl]-N-methyl-N-(4-phenoxybenzenesulfonyl)glycine). Reported procedure: A solution of (±)-2-[2-(1-benzyloxymethylquinazolin-2,4-dione-3-yl)ethyl)]-N-methyl-N-(4-phenoxybenzenesulfonyl)glycine (1.89 g, 3.0 mmol), the product of (4) above, in tetrahydrofuran (30 ml) was added to a suspension of palladium hydroxide (20%, containing 50% water, 0.42 g, 0.30 mmol) in methanol (30 ml). The mixture was stirred vigorously under a hydrogen atmosphere at 50° C. for 2 hours. The reaction mixture was filtered and the filtrate was concentrated under reduced pressure to afford (±)... As a reaction SMILES: CN(S(C1C=CC(OC2C=CC=CC=2)=CC=1)(=O)=O)CC(O)=O.C([O:30][CH2:31][N:32]1[C:41]2[C:36](=[CH:37][CH:38]=[CH:39][CH:40]=2)[C:35](=[O:42])[N:34]([CH2:43][CH2:44][CH:45]([C:64]([OH:66])=[O:65])[N:46]([CH3:63])[S:47]([C:50]2[CH:55]=[CH:54][C:53]([O:56][C:57]3[CH:62]=[CH:61][CH:60]=[CH:59][CH:58]=3)=[CH:52][CH:51]=2)(=[O:49])=[O:48])[C:33]1=[O:67])C1C=CC=CC=1>O1CCCC1.CO.[OH-].[Pd+2].[OH-]>[OH:30][CH2:31][N:32]1[C:41]2[C:36](=[CH:37][CH:38]=[CH:39][CH:40]=2)[C:35](=[O:42])[N:34]([CH2:43][CH2:44][CH:45]([C:64]([OH:66])=[O:65])[N:46]([CH3:63])[S:47]([C:50]2[CH:55]=[CH:54][C:53]([O:56][C:57]3[CH:58]=[CH:59][CH:60]=[CH:61][CH:62]=3)=[CH:52][CH:51]=2)(=[O:49])=[O:48])[C:33]1=[O:67] |f:4.5.6|. Reaction conditions: temperature 50 celsius, time 2 hour. Reactants: CN(CC(=O)O)S(=O)(=O)C1=CC=C(C=C1)OC1=CC=CC=C1 (N-methyl-N-(4-phenoxybenzenesulfonyl)glycine), C(C1=CC=CC=C1)OCN1C(N(C(C2=CC=CC=C12)=O)CCC(N(S(=O)(=O)C1=CC=C(C=C1)OC1=CC=CC=C1)C)C(=O)O)=O ((±)-2-[2-(1-Benzyloxymethylquinazolin-2,4-dione-3-yl)ethyl]-N-methyl-N-(4-phenoxybenzenesulfonyl)glycine). Run in O1CCCC1 (tetrahydrofuran), CO (methanol). The reagents and catalysts are [OH-].[Pd+2].[OH-] (palladium hydroxide). Reaction SMILES: [CH2:35]([Al+:36][CH2:37][CH:38]([CH3:39])[CH3:40])[CH:41]([CH3:42])[CH3:43].[CH3:1][c:2]1[cH:3][cH:4][c:5]([S:8](=[O:9])(=[O:10])[n:11]2[cH:12][c:13]([C:22](=[O:23])[O:24][CH2:25][CH3:26])[cH:14][c:15]2-[c:16]2[cH:17][cH:18][cH:19][cH:20][cH:21]2)[cH:6][cH:7]1.[CH3:27][c:28]1[cH:29][cH:30][cH:31][cH:32][cH:33]1.[ClH:44].[H-:34].[O:45]1[CH2:46][CH2:47][CH2:48][CH2:49]1>>[CH3:1][c:2]1[cH:3][cH:4][c:5]([S:8](=[O:9])(=[O:10])[n:11]2[cH:12][c:13]([CH2:22][OH:23])[cH:14][c:15]2-[c:16]2[cH:17][cH:18][cH:19][cH:20][cH:21]2)[cH:6][cH:7]1. The reactants are CC(C)C[Al+]CC(C)C, CCOC(=O)c1cc(-c2ccccc2)n(S(=O)(=O)c2ccc(C)cc2)c1, Cc1ccccc1, Cl, [H-], C1CCOC1. Yields the product Cc1ccc(S(=O)(=O)n2cc(CO)cc2-c2ccccc2)cc1. The reactants are ClC1=CC=C(C=C1)C#CC1=CC=C(OCCNCC2=CC=C(C=C2)CNCCC)C=C1 (N1-[2-[4-[(4-chlorophenyl)ethynyl]phenoxy]ethyl]-N4-propyl-1,4-benzenedimethanamine), C(C)(C)N (isopropylamine). Yields the product ClC1=CC=C(C=C1)C#CC1=CC=C(OCCNCC2=CC=C(C=C2)CNC(C)C)C=C1 (N1-[2-[4-[(4-chlorophenyl)ethynyl]phenoxy]ethyl]-N4-(1 -methylethyl)-1,4-benzenedimethanamine). As a reaction SMILES: [Cl:1][C:2]1[CH:7]=[CH:6][C:5]([C:8]#[C:9][C:10]2[CH:31]=[CH:30][C:13]([O:14][CH2:15][CH2:16][NH:17][CH2:18][C:19]3[CH:24]=[CH:23][C:22]([CH2:25][NH:26][CH2:27][CH2:28]C)=[CH:21][CH:20]=3)=[CH:12][CH:11]=2)=[CH:4][CH:3]=1.[CH:32](N)(C)C>>[Cl:1][C:2]1[CH:3]=[CH:4][C:5]([C:8]#[C:9][C:10]2[CH:11]=[CH:12][C:13]([O:14][CH2:15][CH2:16][NH:17][CH2:18][C:19]3[CH:20]=[CH:21][C:22]([CH2:25][NH:26][CH:27]([CH3:28])[CH3:32])=[CH:23][CH:24]=3)=[CH:30][CH:31]=2)=[CH:6][CH:7]=1. Procedure details: Compound 4 was synthesized using the procedure described for Compound 2 except that isopropylamine was used in the last reductive amination step. Compound 4 was obtained as a yellow gum. MS 433; 1H NMR (CDCl3) δ 4.10 (t, 2H), 3.86 (d, 2H, becomes singlet with D2O exchange), 2.80 (m, 1 H), 1.09 (d, 6H). The reactants are C=C(C)C(=O)O, N#Cc1c(F)c(F)c(O)c(F)c1F, CO, [Cl-], O. Yields the product C=C(C)C(=O)Oc1c(F)c(F)c(C#N)c(F)c1F. As a reaction SMILES: [C:17]([C:18](=[CH2:19])[CH3:20])(=[O:21])[OH:22].[C:3](#[N:4])[c:5]1[c:6]([F:15])[c:7]([F:14])[c:8]([OH:13])[c:9]([F:12])[c:10]1[F:11].[CH3:1][OH:2].[Cl-:16].[OH2:23]>>[C:3](#[N:4])[c:5]1[c:6]([F:15])[c:7]([F:14])[c:8]([O:13][C:17]([C:18](=[CH2:19])[CH3:20])=[O:21])[c:9]([F:12])[c:10]1[F:11].